From a dataset of the Open Reaction Database (ORD), a public repository of structured organic reaction records. describe an organic reaction: reactants, conditions, products, and yield Starting materials: C(C)(C)C1=CC=C(C=C1)C(CCC(CCCC(C)(OC)C)C)O (1-(p-isopropylphenyl)-4,8-dimethyl-8-methoxynonan-1-ol), [H][H] (hydrogen). The reagents and catalysts are [Pd] (Pd-C). Solvent: lower alkanol, CO (methanol), Cl (HCl). The product is C(C)(C)C1=CC=C(C=C1)CCCC(CCCC(C)(OC)C)C (1-(p-Isopropylphenyl)-4,8-dimethyl-8-methoxynonane). RXN SMILES: [CH:1]([C:4]1[CH:9]=[CH:8][C:7]([CH:10](O)[CH2:11][CH2:12][CH:13]([CH3:22])[CH2:14][CH2:15][CH2:16][C:17]([CH3:21])([O:19][CH3:20])[CH3:18])=[CH:6][CH:5]=1)([CH3:3])[CH3:2].[H][H]>CO.Cl.[Pd]>[CH:1]([C:4]1[CH:5]=[CH:6][C:7]([CH2:10][CH2:11][CH2:12][CH:13]([CH3:22])[CH2:14][CH2:15][CH2:16][C:17]([CH3:21])([O:19][CH3:20])[CH3:18])=[CH:8][CH:9]=1)([CH3:3])[CH3:2]. Procedure details: The reaction mixture containing 1-(p-isopropylphenyl)-4,8-dimethyl-8-methoxynonan-1-ol as obtained above (Example III) (9.9 g) was submitted to hydrogenolysis by dissolution in an acidic lower alkanol, e.g., methanol (50 ml) and conc. HCl (1 ml) and was then hydrogenated with H2 in the presence of 5% Pd-C (0.4 g). After uptake of hydrogen ceased, the catalyst was removed by filtration with the aid of a filter aid (Celite). The filtrate was washed with aq. NaHCO3, brine and dried over MgSO4. Evap... Starting materials: N#CN=C1NCCN1, CN(C)C=O, CC1(C)N=C(Cl)c2cc(C#N)ccc2O1, [H-], [Na+]. Product: CC1(C)N=C(N2CCNC2=NC#N)c2cc(C#N)ccc2O1. As a reaction SMILES: [C:3](#[N:4])[N:5]=[C:6]1[NH:7][CH2:8][CH2:9][NH:10]1.[CH3:26][N:27]([CH3:28])[CH:29]=[O:30].[Cl:11][C:12]1=[N:13][C:14]([CH3:24])([CH3:25])[O:15][c:16]2[c:17]1[cH:18][c:19]([C:22]#[N:23])[cH:20][cH:21]2.[H-:1].[Na+:2]>>[C:3](#[N:4])[N:5]=[C:6]1[N:7]([C:12]2=[N:13][C:14]([CH3:24])([CH3:25])[O:15][c:16]3[c:17]2[cH:18][c:19]([C:22]#[N:23])[cH:20][cH:21]3)[CH2:8][CH2:9][NH:10]1. The reactants are ClCCOC=1C=C(C=CC1)C=1C=C2C(=NC(=NC2=CC1)C=1C=NC=CC1)NC (6-(3-(2-chloroethoxy)phenyl)-N-methyl-2-(pyridin-3-yl)quinazolin-4-amine), C[O-].[Na+] (sodium methoxide). Solvent: CO (methanol). Reaction conditions: temperature 150 celsius. The product is COCCOC=1C=C(C=CC1)C=1C=C2C(=NC(=NC2=CC1)C=1C=NC=CC1)NC (6-(3-(2-methoxyethoxy)phenyl)-N-methyl-2-(pyridin-3-yl)quinazolin-4-amine). Isolated yield 28.8%. As a reaction SMILES: Cl[CH2:2][CH2:3][O:4][C:5]1[CH:6]=[C:7]([C:11]2[CH:12]=[C:13]3[C:18](=[CH:19][CH:20]=2)[N:17]=[C:16]([C:21]2[CH:22]=[N:23][CH:24]=[CH:25][CH:26]=2)[N:15]=[C:14]3[NH:27][CH3:28])[CH:8]=[CH:9][CH:10]=1.[CH3:29][O-:30].[Na+]>CO>[CH3:29][O:30][CH2:2][CH2:3][O:4][C:5]1[CH:6]=[C:7]([C:11]2[CH:12]=[C:13]3[C:18](=[CH:19][CH:20]=2)[N:17]=[C:16]([C:21]2[CH:22]=[N:23][CH:24]=[CH:25][CH:26]=2)[N:15]=[C:14]3[NH:27][CH3:28])[CH:8]=[CH:9][CH:10]=1 |f:1.2|. Reported procedure: A solution of 6-(3-(2-chloroethoxy)phenyl)-N-methyl-2-(pyridin-3-yl)quinazolin-4-amine (70 mg, 0.18 mmol) and sodium methoxide (97 mg, 1.8 mmol) in methanol (3 mL) was placed in a microwave reaction vial. The mixture was heated under microwave irradiation conditions at 150° C. for 30 minutes after which the solvent was removed in vacuo. The crude product was obtained, which was purified by column chromatography on basic silica gel (eluted with hexane/ethyl acetate 3:1→1:4) to give 20 mg of 6-(3-... Starting materials: COC(=O)C1=C2C=CN=C3C=CC=CC32SC1, CO, [Na+], [OH-]. Product: O=C(O)C1=C2C=CN=C3C=CC=CC32SC1. Reaction SMILES: [CH3:1][O:2][C:3](=[O:4])[C:5]1=[C:13]2[C:8]3([S:7][CH2:6]1)[C:9](=[N:10][CH:11]=[CH:12]2)[CH:14]=[CH:15][CH:16]=[CH:17]3.[CH3:20][OH:21].[Na+:19].[OH-:18]>>[O:2]=[C:3]([OH:4])[C:5]1=[C:13]2[C:8]3([S:7][CH2:6]1)[C:9](=[N:10][CH:11]=[CH:12]2)[CH:14]=[CH:15][CH:16]=[CH:17]3. As a reaction SMILES: [CH3:1][O:2][C:3]1[CH:4]=[C:5]2[C:10](=[CH:11][C:12]=1[O:13][CH3:14])[N:9]=[C:8]([C:15]1[CH:20]=[C:19]([O:21][CH3:22])[C:18]([O:23][CH3:24])=[C:17]([O:25][CH3:26])[CH:16]=1)[N:7]=[C:6]2[C:27](O)=[O:28].Cl.[CH3:31][O:32][C:33]1[CH:42]=[CH:41][CH:40]=[C:39]2[C:34]=1[CH2:35][CH2:36][NH:37][CH2:38]2>>[CH3:1][O:2][C:3]1[CH:4]=[C:5]2[C:10](=[CH:11][C:12]=1[O:13][CH3:14])[N:9]=[C:8]([C:15]1[CH:16]=[C:17]([O:25][CH3:26])[C:18]([O:23][CH3:24])=[C:19]([O:21][CH3:22])[CH:20]=1)[N:7]=[C:6]2[C:27]([N:37]1[CH2:36][CH2:35][C:34]2[C:39](=[CH:40][CH:41]=[CH:42][C:33]=2[O:32][CH3:31])[CH2:38]1)=[O:28] |f:1.2|. Starting materials: COC=1C=C2C(=NC(=NC2=CC1OC)C1=CC(=C(C(=C1)OC)OC)OC)C(=O)O (6,7-dimethoxy-2-(3,4,5-trimethoxyphenyl)quinazoline-4-carboxylic acid), Cl.COC1=C2CCNCC2=CC=C1 (5-methoxy-1,2,3,4-tetrahydroisoquinoline hydrochloride). Procedure: Reaction of 6,7-dimethoxy-2-(3,4,5-trimethoxyphenyl)quinazoline-4-carboxylic acid with 5-methoxy-1,2,3,4-tetrahydroisoquinoline hydrochloride gave compound 116 (41.6% yield). 1H NMR (300 MHz, DMSO-d6) δ 2.84 and 2.90 (2t, 2H), 3.52-4.09 (m, 20H), 4.45 and 4.96 (2s, 2H), 6.45-7.26 (m, 4H), 7.45 and 7.49 (2s, 1H), 7.76 and 7.82 (2s, 2H); MS (ESI) m/z 546 ([M+H]+). Isolated yield 41.6%. Product: COC=1C=C2C(=NC(=NC2=CC1OC)C1=CC(=C(C(=C1)OC)OC)OC)C(=O)N1CC2=CC=CC(=C2CC1)OC (2-[[6,7-dimethoxy-2-(3,4,5-trimethoxyphenyl)quinazolin-4-yl]carbonyl]-5-methoxy-1,2,3,4-tetrahydroisoquinoline). Reactants: COC1=C(C(=O)OCCl)C=CC=C1 (2-methoxybenzoyloxymethyl chloride), O[C@H](C)[C@@H]1[C@@H]2N(C(=C([C@@H]2C)C2=CN3C(S2)=C(N=C3)SC)C(=O)[O-])C1=O.[Na+] (Sodium(1S,5R,6S)-6-((1R)-1-hydroxyethyl)-1-methyl-2-(7-methylthioimidazo[5,1-b]thiazol-2-yl)-1-carbapen-2-em-3-carboxylate), C(C)(=O)OCC (Ethyl acetate). Reagents/catalysts: [Cl-].C(C)[N+](CC1=CC=CC=C1)(CC)CC (Triethylbenzylammonium chloride). Solvent: CN(C)C=O (DMF). Run at time 2 hour. The product is O[C@H](C)[C@@H]1[C@@H]2N(C(=C([C@@H]2C)C2=CN3C(S2)=C(N=C3)SC)C(=O)OC(C)OC(C3=C(C=CC=C3)OC)=O)C1=O (1-(2-Methoxybenzoyloxy)ethyl(1S,5R,6S)-6-((1R)-1-hydroxyethyl)-1-methyl-2-(7-methylthio-imidazo[5,1-b]thiazol-2-yl)-1-carbapen-2-em-3-carboxylate). RXN SMILES: [OH:1][C@@H:2]([C@H:4]1[C:24](=[O:25])[N:6]2[C:7]([C:21]([O-:23])=[O:22])=[C:8]([C:11]3[S:15][C:14]4=[C:16]([S:19][CH3:20])[N:17]=[CH:18][N:13]4[CH:12]=3)[C@H:9]([CH3:10])[C@H:5]12)[CH3:3].[Na+].[CH3:27][O:28][C:29]1[CH:39]=[CH:38][CH:37]=[CH:36][C:30]=1[C:31]([O:33][CH2:34]Cl)=[O:32].[C:40](OCC)(=O)C>CN(C=O)C.[Cl-].C([N+](CC)(CC)CC1C=CC=CC=1)C>[OH:1][C@@H:2]([C@H:4]1[C:24](=[O:25])[N:6]2[C:7]([C:21]([O:23][CH:34]([O:33][C:31](=[O:32])[C:30]3[CH:36]=[CH:37][CH:38]=[CH:39][C:29]=3[O:28][CH3:27])[CH3:40])=[O:22])=[C:8]([C:11]3[S:15][C:14]4=[C:16]([S:19][CH3:20])[N:17]=[CH:18][N:13]4[CH:12]=3)[C@H:9]([CH3:10])[C@H:5]12)[CH3:3] |f:0.1,5.6|. Reported procedure: Sodium(1S,5R,6S)-6-((1R)-1-hydroxyethyl)-1-methyl-2-(7-methylthioimidazo[5,1-b]thiazol-2-yl)-1-carbapen-2-em-3-carboxylate (170 mg) was dissolved in 2 ml of DMF. Triethylbenzylammonium chloride (193 mg) and 182 mg of 2-methoxybenzoyloxymethyl chloride were added to the solution in an argon atmosphere. The mixture was stirred under ice cooling for 2 hr and then stirred at room temperature for 5 hr. Ethyl acetate (30 ml) was added to the reaction solution. The mixture was washed twice with 20 ml o... The reactants are CC#Cc1cc(OC(F)(F)F)cc2c1OC(C(F)(F)F)C(C(=O)O)=C2, CCO. Yields the product CCCc1cc(OC(F)(F)F)cc2c1OC(C(F)(F)F)C(C(=O)O)=C2. RXN SMILES: [C:1](#[C:2][CH3:3])[c:4]1[cH:5][c:6]([O:21][C:22]([F:23])([F:24])[F:25])[cH:7][c:8]2[c:13]1[O:12][CH:11]([C:14]([F:15])([F:16])[F:17])[C:10]([C:18](=[O:19])[OH:20])=[CH:9]2.[CH3:26][CH2:27][OH:28]>>[CH2:1]([CH2:2][CH3:3])[c:4]1[cH:5][c:6]([O:21][C:22]([F:23])([F:24])[F:25])[cH:7][c:8]2[c:13]1[O:12][CH:11]([C:14]([F:15])([F:16])[F:17])[C:10]([C:18](=[O:19])[OH:20])=[CH:9]2.